describe an organic reaction: reactants, conditions, products, and yield From a dataset of the Open Reaction Database (ORD), a public repository of structured organic reaction records. Starting materials: ClC1=NC=C(C(=N1)Cl)N (2,4-dichloropyrimidin-5-amine), CCN(C(C)C)C(C)C (DIPEA), N1C(COCC1)C(=O)O (morpholine-3-carboxylic acid), CS(=O)C (DMSO). The solvent is O (water). Reaction conditions: temperature 100 celsius, time 8 hour. Product: ClC1=NC=2N3C(C(NC2C=N1)=O)COCC3 (2-chloro-6a,7,9,10-tetrahydro-[1,4]oxazino[3,4-h]pteridin-6(5H)-one). RXN SMILES: [Cl:1][C:2]1[N:7]=[C:6](Cl)[C:5]([NH2:9])=[CH:4][N:3]=1.CCN(C(C)C)C(C)C.[NH:19]1[CH2:24][CH2:23][O:22][CH2:21][CH:20]1[C:25](O)=[O:26].CS(C)=O>O>[Cl:1][C:2]1[N:3]=[CH:4][C:5]2[NH:9][C:25](=[O:26])[CH:20]3[CH2:21][O:22][CH2:23][CH2:24][N:19]3[C:6]=2[N:7]=1. Procedure: A round-bottomed flask equipped with a magnetic stirrer was added 2,4-dichloropyrimidin-5-amine (1.89 g, 11.52 mmol), DIPEA (8.05 ml, 46.1 mmol), morpholine-3-carboxylic acid (1.66 g, 12.68 mmol), and DMSO (5 ml). The reaction was stirred at 100° C. overnight. The reaction mixture was poured into water and extracted with EtOAc 3 times. The pH of the aqueous layer was adjusted (about 5) with 10% citric acid and extracted again with EtOAc. The combined organic layer dried over MgSO4, filtered, and...